Dataset: the Open Reaction Database (ORD), a public repository of structured organic reaction records. Task: describe an organic reaction: reactants, conditions, products, and yield Reactants: Br, O=C([O-])O, CC1=NN(c2ccc3c(c2)C(C)CC3)C(=O)C1, CCO, Cl, O=N[O-], Nc1cccc(-c2ccc(C(=O)O)o2)c1O, [Na+], [Na+]. Yields the product CC1=NN(c2ccc3c(c2)C(C)CC3)C(=O)C1=NNc1cccc(-c2ccc(C(=O)O)o2)c1O. RXN SMILES: [BrH:1].[C:39](=[O:40])([OH:41])[O-:42].[CH3:22][C:23]1=[N:27][N:26]([c:28]2[cH:29][c:30]3[c:34]([cH:35][cH:36]2)[CH2:33][CH2:32][CH:31]3[CH3:37])[C:25](=[O:38])[CH2:24]1.[CH3:45][CH2:46][OH:47].[ClH:44].[N:18]([O-:19])=[O:20].[NH2:2][c:3]1[c:4]([OH:17])[c:5](-[c:9]2[cH:10][cH:11][c:12]([C:14](=[O:15])[OH:16])[o:13]2)[cH:6][cH:7][cH:8]1.[Na+:21].[Na+:43]>>[NH:2]([c:3]1[c:4]([OH:17])[c:5](-[c:9]2[cH:10][cH:11][c:12]([C:14](=[O:15])[OH:16])[o:13]2)[cH:6][cH:7][cH:8]1)[N:18]=[C:24]1[C:23]([CH3:22])=[N:27][N:26]([c:28]2[cH:29][c:30]3[c:34]([cH:35][cH:36]2)[CH2:33][CH2:32][CH:31]3[CH3:37])[C:25]1=[O:38]. Reactants: CC(=O)OC(C)=O, CC(=O)O, [H][H], OC1CCOc2ccccc21. Yields the product c1ccc2c(c1)CCCO2. Reaction SMILES: [CH3:12][C:13]([O:14][C:15](=[O:16])[CH3:17])=[O:18].[CH3:21][C:22](=[O:23])[OH:24].[H:19][H:20].[O:1]1[CH2:2][CH2:3][CH:4]([OH:11])[c:5]2[cH:6][cH:7][cH:8][cH:9][c:10]21>>[O:1]1[CH2:2][CH2:3][CH2:4][c:5]2[cH:6][cH:7][cH:8][cH:9][c:10]21. Reactants: BrC1=CC(=C(C=C1)S(=O)(=O)N)C(F)(F)F (4-bromo-2-(trifluoromethyl)benzenesulfonamide), C(C)(C)(C)P(C(C)(C)C)C(C)(C)C (Tri-t-butylphosphine), C(#N)C1=CC=C(N1C)B(O)O (5-cyano-1-methyl-1H-pyrrol-2-ylboronic acid), [F-].[K+] (potassium fluoride). The reagents and catalysts are C=1C=CC(=CC1)/C=C/C(=O)/C=C/C2=CC=CC=C2.C=1C=CC(=CC1)/C=C/C(=O)/C=C/C2=CC=CC=C2.C=1C=CC(=CC1)/C=C/C(=O)/C=C/C2=CC=CC=C2.[Pd].[Pd] (tris(dibenzylideneacetone)dipalladium(0)). Conditions: time 16 hour. The product is C(#N)C1=CC=C(N1C)C1=CC(=C(C=C1)S(=O)(=O)N)C(F)(F)F (4-(5-cyano-1-methyl-1H-pyrrol-2-yl)-2-(trifluoromethyl)benzenesulfonamide). The yield is 18.4%. Reaction SMILES: Br[C:2]1[CH:7]=[CH:6][C:5]([S:8]([NH2:11])(=[O:10])=[O:9])=[C:4]([C:12]([F:15])([F:14])[F:13])[CH:3]=1.[C:16]([C:18]1[N:22]([CH3:23])[C:21](B(O)O)=[CH:20][CH:19]=1)#[N:17].[F-].[K+].C(P(C(C)(C)C)C(C)(C)C)(C)(C)C>C1C=CC(/C=C/C(/C=C/C2C=CC=CC=2)=O)=CC=1.C1C=CC(/C=C/C(/C=C/C2C=CC=CC=2)=O)=CC=1.C1C=CC(/C=C/C(/C=C/C2C=CC=CC=2)=O)=CC=1.[Pd].[Pd]>[C:16]([C:18]1[N:22]([CH3:23])[C:21]([C:2]2[CH:7]=[CH:6][C:5]([S:8]([NH2:11])(=[O:10])=[O:9])=[C:4]([C:12]([F:15])([F:14])[F:13])[CH:3]=2)=[CH:20][CH:19]=1)#[N:17] |f:2.3,5.6.7.8.9|. Procedure details: According to general procedure B, 4-bromo-2-(trifluoromethyl)benzenesulfonamide (170 mg, 0.56 mmol), 5-cyano-1-methyl-1H-pyrrol-2-ylboronic acid (100 mg, 0.67 mmol), potassium fluoride (107 mg, 1.85 mmol), and tris(dibenzylideneacetone)dipalladium(0) (14 mg, 0.01 mmol) were placed in an oven dried flask under nitrogen and dry THF (1.4 mL) was added. Tri-t-butylphosphine (83 μL, 0.02 mmol, 10 wt % in hexane) was added and the reaction was stirred for 16 hours. 4-(5-cyano-1-methyl-1H-pyrrol-2-yl)-... The reactants are 78.5E, CC1([C@@H](CCC1)C1=C(C=CC(=C1)COC=1C=C(C=CC1)[C@@H](CC(=O)O)CC)C1=CC(=CC=C1)OC)C ((3R)-3-(3-(((2-((1R)-2,2-Dimethylcyclopentyl)-3′-(methyloxy)-1,1′-biphenyl-4-yl)methyl)oxy)phenyl)pentanoic acid), CC1([C@H](CCC1)C1=C(C=CC(=C1)COC=1C=C(C=CC1)[C@H](CC(=O)O)CC)C1=CC(=CC=C1)OC)C ((3S)-3-(3-(((2-((1S)-2,2-dimethylcyclopentyl)-3′-(methyloxy)-1,1′-biphenyl-4-yl)methyl)oxy)phenyl)pentanoic acid), CC1([C@H](CCC1)C1=C(C=CC(=C1)COC=1C=C(C=CC1)[C@@H](CC(=O)O)CC)C1=CC(=CC=C1)OC)C ((3R)-3-(3-(((2-((1S)-2,2-dimethylcyclopentyl)-3′-(methyloxy)-1,1′-biphenyl-4-yl)methyl)oxy)phenyl)pentanoic acid), chloromethyl, 78.5F, 78.5G, CC1([C@@H](CCC1)C1=C(C=CC(=C1)COC=1C=C(C=CC1)[C@H](CC(=O)O)CC)C1=CC(=CC=C1)OC)C ((3S)-3-(3-(((2-((1R)-2,2-dimethylcyclopentyl)-3′-(methyloxy)-1,1′-biphenyl-4-yl)methyl)oxy)phenyl)pentanoic acid). Product: CC1(C(CCC1)C1=C(C=CC(=C1)C(=O)OC)C1=CC(=CC=C1)OC)C (Methyl 2-(2,2-dimethylcyclopentyl)-3′-(methyloxy)-1,1′-biphenyl-4-carboxylate). As a reaction SMILES: CC1(C)CCC[C@H:3]1[C:7]1C=C(COC2C=C([C@H](CC)CC(O)=O)C=CC=2)C=[CH:9][C:8]=1[C:28]1[CH:33]=[CH:32][CH:31]=[C:30]([O:34][CH3:35])[CH:29]=1.[CH3:37][C:38]1([CH3:72])[CH2:42][CH2:41][CH2:40][C@@H:39]1C1C=C(COC2C=C([C@H](CC)CC(O)=O)C=CC=2)C=CC=1C1C=CC=C(OC)C=1.CC1(C)CCC[C@H]1C1C=C(COC2C=C([C@@H:93](CC)[CH2:94][C:95]([OH:97])=[O:96])C=CC=2)C=CC=1C1C=CC=C(OC)C=1.[CH3:109]C1(C)CCC[C@@H]1C1C=C(COC2C=C([C@@H](CC)CC(O)=O)C=CC=2)C=CC=1C1C=CC=C(OC)C=1>>[CH3:72][C:38]1([CH3:37])[CH2:39][CH2:40][CH2:41][CH:42]1[C:9]1[CH:93]=[C:94]([C:95]([O:97][CH3:109])=[O:96])[CH:3]=[CH:7][C:8]=1[C:28]1[CH:33]=[CH:32][CH:31]=[C:30]([O:34][CH3:35])[CH:29]=1. Procedure: (3R)-3-(3-(((2-((1R)-2,2-Dimethylcyclopentyl)-3′-(methyloxy)-1,1′-biphenyl-4-yl)methyl)oxy)phenyl)pentanoic acid or (3R)-3-(3-(((2-((1S)-2,2-dimethylcyclopentyl)-3′-(methyloxy)-1,1′-biphenyl-4-yl)methyl)oxy)phenyl)pentanoic acid or (3S)-3-(3-(((2-((1R)-2,2-dimethylcyclopentyl)-3′-(methyloxy)-1,1′-biphenyl-4-yl)methyl)oxy)phenyl)pentanoic acid or (3S)-3-(3-(((2-((1S)-2,2-dimethylcyclopentyl)-3′-(methyloxy)-1,1′-biphenyl-4-yl)methyl)oxy)phenyl)pentanoic acid (78.5). The title compound was prepared... The reactants are c1cc2c(cc1CN1CCNCC1)OCO2, CCN=C=NCCCN(C)C, CN(C)C=O, CCOC(C)=O, Cl, O, O=C(O)CNc1ccc(O)cc1, On1nnc2ccccc21. Yields the product O=C(CNc1ccc(O)cc1)N1CCN(Cc2ccc3c(c2)OCO3)CC1. As a reaction SMILES: [CH2:13]([c:14]1[cH:15][c:16]2[c:20]([cH:21][cH:22]1)[O:19][CH2:18][O:17]2)[N:23]1[CH2:24][CH2:25][NH:26][CH2:27][CH2:28]1.[CH2:41]([N:42]=[C:43]=[N:44][CH2:45][CH2:46][CH2:47][N:48]([CH3:49])[CH3:50])[CH3:51].[CH3:52][N:53]([CH3:54])[CH:55]=[O:56].[CH3:57][CH2:58][O:59][C:60](=[O:61])[CH3:62].[ClH:40].[OH2:29].[OH:1][C:2](=[O:3])[CH2:4][NH:5][c:6]1[cH:7][cH:8][c:9]([OH:10])[cH:11][cH:12]1.[OH:30][n:31]1[c:32]2[cH:33][cH:34][cH:35][cH:36][c:37]2[n:38][n:39]1>>[C:2](=[O:3])([CH2:4][NH:5][c:6]1[cH:7][cH:8][c:9]([OH:10])[cH:11][cH:12]1)[N:26]1[CH2:25][CH2:24][N:23]([CH2:13][c:14]2[cH:15][c:16]3[c:20]([cH:21][cH:22]2)[O:19][CH2:18][O:17]3)[CH2:28][CH2:27]1. As a reaction SMILES: [CH3:1][O:2][C:3](=[O:4])[CH2:5][O:6][C:7]([c:8]1[cH:9][cH:10][c:11]([N:14]=[C:15]=[O:16])[cH:12][cH:13]1)=[O:17].[OH2:22].[OH:18][CH2:19][CH2:20][OH:21]>>[CH3:1][O:2][C:3](=[O:4])[CH2:5][O:6][C:7]([c:8]1[cH:9][cH:10][c:11]([NH:14][C:15](=[O:16])[O:18][CH2:19][CH2:20][OH:21])[cH:12][cH:13]1)=[O:17]. The reactants are COC(=O)COC(=O)c1ccc(N=C=O)cc1, O, OCCO. Product: COC(=O)COC(=O)c1ccc(NC(=O)OCCO)cc1.